Task: describe an organic reaction: reactants, conditions, products, and yield. Dataset: the Open Reaction Database (ORD), a public repository of structured organic reaction records Yield: 82.0%. Conditions: time 45 minute. The reactants are KN(SiCH3)2, C(C1=CC=CC=C1)(C1=CC=CC=C1)C(=O)OC ((C6H5)2CHCOOCH3), C1=CC=C(C=C1)S(=O)(=O)N(F)S(=O)(=O)C2=CC=CC=C2 (N-fluorobenzenesulfonimide). Procedure details: 4.8 milliliters KN(SiCH3)2 were dropped into 5 milliliters (C6H5)2CHCOOCH3 in tetrahydrofuran at -78° C. and the resulting yellow suspension was stirred for 45 minutes. 1.2 molar equivalents N-fluorobenzenesulfonimide prepared according to Example 1 above in 4 milliliters tetrahydrofuran were dropped into the mixture and stirring continued at -78° C. for 1 hour. The mixture was allowed to warm up to room temperature, quenched with ammonium chloride, and acidified with 0.1N hydrogen chloride. Ext... The product is C(F)(C1=CC=CC=C1)(C1=CC=CC=C1)C(=O)OC ((C6H5)2CFCOOCH3). Reaction SMILES: [CH:1]([C:14]([O:16][CH3:17])=[O:15])([C:8]1[CH:13]=[CH:12][CH:11]=[CH:10][CH:9]=1)[C:2]1[CH:7]=[CH:6][CH:5]=[CH:4][CH:3]=1.C1C=CC(S(N(S(C2C=CC=CC=2)(=O)=O)[F:28])(=O)=O)=CC=1>O1CCCC1>[C:1]([C:14]([O:16][CH3:17])=[O:15])([C:8]1[CH:9]=[CH:10][CH:11]=[CH:12][CH:13]=1)([C:2]1[CH:7]=[CH:6][CH:5]=[CH:4][CH:3]=1)[F:28]. Solvent: O1CCCC1 (tetrahydrofuran), O1CCCC1 (tetrahydrofuran). Reactants: ClC=1C=C(C(N(N1)COCC[Si](C)(C)C)=O)NC1=CC=C(C=N1)N1[C@H](CN(CC1)C(=O)OC(C)(C)C)C ((S)-tert-Butyl 4-(6-(6-Chloro-3-oxo-2-((2-(trimethylsilyl)ethoxy)-methyl)-2,3-dihydropyridazin-4-ylamino)pyridin-3-yl)-3-methylpiperazine-1-carboxylate), Cl (HCl). Run in CO (methanol). Conditions: time 8 hour. Product: ClC=1C=C(C(NN1)=O)NC1=NC=C(C=C1)N1[C@H](CNCC1)C ((S)-6-Chloro-4-(5-(2-methylpiperazin-1-yl)pyridin-2-ylamino)pyridazin-3(2H)-one). RXN SMILES: [Cl:1][C:2]1[CH:3]=[C:4]([NH:17][C:18]2[N:23]=[CH:22][C:21]([N:24]3[CH2:29][CH2:28][N:27](C(OC(C)(C)C)=O)[CH2:26][C@@H:25]3[CH3:37])=[CH:20][CH:19]=2)[C:5](=[O:16])[N:6](COCC[Si](C)(C)C)[N:7]=1.Cl>CO>[Cl:1][C:2]1[CH:3]=[C:4]([NH:17][C:18]2[CH:19]=[CH:20][C:21]([N:24]3[CH2:29][CH2:28][NH:27][CH2:26][C@@H:25]3[CH3:37])=[CH:22][N:23]=2)[C:5](=[O:16])[NH:6][N:7]=1. Procedure details: A 50-mL round-bottomed flask was charged with 253b (551 mg, 1.0 mmol), concentrated HCl (2 mL), and methanol (10 mL). The mixture was stirred at room temperature overnight. It was then concentrated under reduced pressure to afford 253c, which was used directly in the next step without further purification. MS-ESI: [M+H]+ 321.1 The reactants are FC1=C(C(=O)NC=2SC(=C(N2)C(C)O)C2=CC(=CC=C2)C(F)(F)F)C(=CC=C1)F (2,6-Difluoro-N-(4-(1-hydroxyethyl)-5-(3-(trifluoromethyl)phenyl)thiazol-2-yl)benzamide), FC1=C(C(=O)NC=2SC(=C(N2)C(=C)C)C2=CC(=CC=C2)C(F)(F)F)C(=CC=C1)F (2,6-difluoro-N-(4-(prop-1-en-2-yl)-5-(3-(trifluoromethyl)phenyl)thiazol-2-yl)benzamide). Yields the product FC1=C(C(=O)NC=2SC(=C(N2)C=C)C2=CC(=CC=C2)C(F)(F)F)C(=CC=C1)F (2,6-Difluoro-N-(5-(3-(trifluoromethyl)phenyl)-4-vinylthiazol-2-yl)benzamide). Reaction SMILES: [F:1][C:2]1[CH:28]=[CH:27][CH:26]=[C:25]([F:29])[C:3]=1[C:4]([NH:6][C:7]1[S:8][C:9]([C:15]2[CH:20]=[CH:19][CH:18]=[C:17]([C:21]([F:24])([F:23])[F:22])[CH:16]=2)=[C:10]([CH:12](O)[CH3:13])[N:11]=1)=[O:5].FC1C=CC=C(F)C=1C(NC1SC(C2C=CC=C(C(F)(F)F)C=2)=C(C(C)=C)N=1)=O>>[F:1][C:2]1[CH:28]=[CH:27][CH:26]=[C:25]([F:29])[C:3]=1[C:4]([NH:6][C:7]1[S:8][C:9]([C:15]2[CH:20]=[CH:19][CH:18]=[C:17]([C:21]([F:22])([F:23])[F:24])[CH:16]=2)=[C:10]([CH:12]=[CH2:13])[N:11]=1)=[O:5]. Reported procedure: Compound 75 was prepared from Compound 74 similarly as described for the preparation of Compound 68a. The reactants are BrC1=CC=C(C=C1)CCO (2-(4-bromophenyl)ethanol), [H-].[Na+] (sodium hydride), C(C)(=O)OCC (ethyl acetate), BrC(C(=O)OCC)(C)C (ethyl 2-bromoisobutyrate). Solvent: C1CCOC1 (THF). Reaction conditions: time 15 minute. The product is BrC1=CC=C(C=C1)CCOC(C(=O)OCC)(C)C (Ethyl 2-[2-(4-bromophenyl)ethoxy]-2-methylpropionate). Yield: 15.2%. RXN SMILES: [Br:1][C:2]1[CH:7]=[CH:6][C:5]([CH2:8][CH2:9][OH:10])=[CH:4][CH:3]=1.[H-].[Na+].Br[C:14]([CH3:21])([CH3:20])[C:15]([O:17][CH2:18][CH3:19])=[O:16].C(OCC)(=O)C>C1COCC1>[Br:1][C:2]1[CH:7]=[CH:6][C:5]([CH2:8][CH2:9][O:10][C:14]([CH3:21])([CH3:20])[C:15]([O:17][CH2:18][CH3:19])=[O:16])=[CH:4][CH:3]=1 |f:1.2|. Reported procedure: To a solution of 2-(4-bromophenyl)ethanol (1 g, 5 mmol) in THF (15 ml) was added sodium hydride (60% in parafin liquid) (220 mg, 5.5 mmol) at 0° C., and the mixture was stirred at room temperature for 15 minutes. To the mixture was added ethyl 2-bromoisobutyrate (1.08 g, 5.5 mmol), and the mixture was stirred at room temperature for 12 hours. To this reaction solution were added ethyl acetate and a saturated aqueous ammonium chloride solution, and the organic layer was separated. The aqueous lay...